Dataset: the Open Reaction Database (ORD), a public repository of structured organic reaction records. Task: describe an organic reaction: reactants, conditions, products, and yield Starting materials: Cl.C1(=CC=CC=C1)NC(=O)OC1=CC=CC=2[C@@H]3CCCN([C@H]3CCC21)CC2=CC=CC=C2 ((±)-trans-7-Phenylcarbamoyloxy-4-benzyl-1,2,3,4,4a,5,6,10b-Octahydrobenzo(f)quinoline hydrochloride). The reagents and catalysts are [Pd] (Pd/C). The solvent is CO (MeOH). Yields the product Cl.C1(=CC=CC=C1)NC(=O)OC1=CC=CC=2[C@@H]3CCCN[C@H]3CCC21 ((±)-trans-7-Phenylcarbamoyloxy-1,2,3,4,4a,5,6,10b-octahydrobenzo(f)quinoline hydrochloride). Reaction SMILES: [ClH:1].[C:2]1([NH:8][C:9]([O:11][C:12]2[C:25]3[CH2:24][CH2:23][C@H:22]4[C@@H:17]([CH2:18][CH2:19][CH2:20][N:21]4CC4C=CC=CC=4)[C:16]=3[CH:15]=[CH:14][CH:13]=2)=[O:10])[CH:7]=[CH:6][CH:5]=[CH:4][CH:3]=1>CO.[Pd]>[ClH:1].[C:2]1([NH:8][C:9]([O:11][C:12]2[C:25]3[CH2:24][CH2:23][C@H:22]4[C@@H:17]([CH2:18][CH2:19][CH2:20][NH:21]4)[C:16]=3[CH:15]=[CH:14][CH:13]=2)=[O:10])[CH:7]=[CH:6][CH:5]=[CH:4][CH:3]=1 |f:0.1,4.5|. Reported procedure: (±)-trans-7-Phenylcarbamoyloxy-4-benzyl-1,2,3,4,4a,5,6,10b-Octahydrobenzo(f)quinoline hydrochloride (40 mg, 0.12 mmol) was dissolved in MeOH (5 ml) and hydrogenolyzed in the presence of 10% Pd/C (40 mg) at 25 psig at room temperature. After filtration of the catalyst and evaporation of the solvent the desired product (20 mg) was obtained. MS shows M+ at m/e 322.